This data is from the Open Reaction Database (ORD), a public repository of structured organic reaction records. The task is: describe an organic reaction: reactants, conditions, products, and yield The reactants are C1CCOC1, CC(C)[N-]C(C)C, [Li+], CCOC(=O)C1CCCN(C(=O)OC(C)(C)C)C1. Product: CCOC(=O)C1(C)CCCN(C(=O)OC(C)(C)C)C1. As a reaction SMILES: [CH2:27]1[O:28][CH2:29][CH2:30][CH2:31]1.[CH:1]([N-:2][CH:3]([CH3:4])[CH3:5])([CH3:6])[CH3:7].[Li+:8].[N:9]1([C:20](=[O:21])[O:22][C:23]([CH3:24])([CH3:25])[CH3:26])[CH2:10][CH:11]([C:15](=[O:16])[O:17][CH2:18][CH3:19])[CH2:12][CH2:13][CH2:14]1>>[CH3:1][C:11]1([C:15](=[O:16])[O:17][CH2:18][CH3:19])[CH2:10][N:9]([C:20](=[O:21])[O:22][C:23]([CH3:24])([CH3:25])[CH3:26])[CH2:14][CH2:13][CH2:12]1. Reactants: [OH-].[Na+] (sodium hydroxide), [Br-].[Li+] (lithium bromide), OCC=1N=C(NC1C)C1=CC=C(C=C1)C (4-hydroxymethyl-2-(4-methylpheny)-5-methyl-1H-imidazole), C1(=CC=CC=C1)C(N1CCNCC1)C1=CC=CC=C1 (N-(diphenylmethyl)piperazine). Run in O (water), C(C)O (ethanol). Conditions: time 8 hour. Product: C1(=CC=CC=C1)C(N1CCN(CC1)CC=1N=C(NC1C)C1=CC=C(C=C1)C)C1=CC=CC=C1 (1-Diphenylmethyl-4-[(2-(-4-methylphenyl)-5-methyl-1 H-imidazol-4-yl)methyl]piperazine). Isolated yield 88.0%. As a reaction SMILES: O[CH2:2][C:3]1[N:4]=[C:5]([C:9]2[CH:14]=[CH:13][C:12]([CH3:15])=[CH:11][CH:10]=2)[NH:6][C:7]=1[CH3:8].[C:16]1([CH:22]([C:29]2[CH:34]=[CH:33][CH:32]=[CH:31][CH:30]=2)[N:23]2[CH2:28][CH2:27][NH:26][CH2:25][CH2:24]2)[CH:21]=[CH:20][CH:19]=[CH:18][CH:17]=1.[OH-].[Na+].[Br-].[Li+]>C(O)C.O>[C:29]1([CH:22]([C:16]2[CH:21]=[CH:20][CH:19]=[CH:18][CH:17]=2)[N:23]2[CH2:24][CH2:25][N:26]([CH2:2][C:3]3[N:4]=[C:5]([C:9]4[CH:14]=[CH:13][C:12]([CH3:15])=[CH:11][CH:10]=4)[NH:6][C:7]=3[CH3:8])[CH2:27][CH2:28]2)[CH:30]=[CH:31][CH:32]=[CH:33][CH:34]=1 |f:2.3,4.5|. Procedure: One mole of 4-hydroxymethyl-2-(4-methylpheny)-5-methyl-1H-imidazole (202 g) was dissolved in 2 liters of 95% ethanol, then 252 g (1 mole) of N-(diphenylmethyl)piperazine was added portionwise. This was followed by the addition of 1 liter of water, 60 g (1.5 mole) of sodium hydroxide (as 12N solution) and 8.7 g (0.1 mole) of lithium bromide. The reaction medium was refluxed for 5 hours, allowed to cool to room temperature, and was stirred overnight. The precipitate that formed was filtered and pu... Reactants: ClC=1C=C(C=CC1OCC1=NC=CC=C1)NC1=C2C(=NC=N1)NN=C2OCCO (2-[(4-{[3-chloro-4-(pyridin-2-ylmethoxy)phenyl]amino}-1H-pyrazolo[3,4-d]pyrimidin-3-yl)oxy]ethanol), N1C(=O)NC(=O)C1 (hydantoin), C1(=CC=CC=C1)P(C1=CC=CC=C1)C1=CC=CC=C1 (triphenylphosphine), N(=NC(=O)OC(C)(C)C)C(=O)OC(C)(C)C (Ditertbutyl azodicarboxylate). The solvent is C1CCOC1 (THF), CN(C)C=O (DMF). Run at time 3 hour. The product is ClC=1C=C(C=CC1OCC1=NC=CC=C1)NC1=C2C(=NC=N1)NN=C2OCCN2C(NCC2=O)=O (3-{2-[(4-{[3-chloro-4-(pyridin-2-ylmethoxy)phenyl]amino}-1H-pyrazolo[3,4-d]pyrimidin-3-yl)oxy]ethyl}imidazolidine-2,4-dione). Yield: 25.3%. Reaction SMILES: [Cl:1][C:2]1[CH:3]=[C:4]([NH:16][C:17]2[N:22]=[CH:21][N:20]=[C:19]3[NH:23][N:24]=[C:25]([O:26][CH2:27][CH2:28]O)[C:18]=23)[CH:5]=[CH:6][C:7]=1[O:8][CH2:9][C:10]1[CH:15]=[CH:14][CH:13]=[CH:12][N:11]=1.[NH:30]1[CH2:36][C:34](=[O:35])[NH:33][C:31]1=[O:32].C1(P(C2C=CC=CC=2)C2C=CC=CC=2)C=CC=CC=1.N(C(OC(C)(C)C)=O)=NC(OC(C)(C)C)=O>C1COCC1.CN(C=O)C>[Cl:1][C:2]1[CH:3]=[C:4]([NH:16][C:17]2[N:22]=[CH:21][N:20]=[C:19]3[NH:23][N:24]=[C:25]([O:26][CH2:27][CH2:28][N:33]4[C:34](=[O:35])[CH2:36][NH:30][C:31]4=[O:32])[C:18]=23)[CH:5]=[CH:6][C:7]=1[O:8][CH2:9][C:10]1[CH:15]=[CH:14][CH:13]=[CH:12][N:11]=1. Procedure details: 2-[(4-{[3-chloro-4-(pyridin-2-ylmethoxy)phenyl]amino}-1H-pyrazolo[3,4-d]pyrimidin-3-yl)oxy]ethanol (prepared as described in Example 4/50 mg, 0.12 mmol), hydantoin (36 mg, 0.36 mmol) and triphenylphosphine (94 mg) were dissolved in a 1:1 mixture of THF and DMF (1.2 ml). Ditertbutyl azodicarboxylate (69 mg, 0.3 mmol) was added at 0° C. and mixture was stirred at room temperature for 3 hours. After evaporation, the crude mixture was purified by preparative HPLC (column beta-basic, Hypercil 5 μm, 2... Reactants: C1CCOC1, CCOC(=O)C(Cc1ccccc1)Oc1ccc(-c2ccc(C)n2-c2ccc(OCCCCCc3ccccc3)cc2)cc1, CO, Cl, [K+], [OH-]. Product: Cc1ccc(-c2ccc(OC(Cc3ccccc3)C(=O)O)cc2)n1-c1ccc(OCCCCCc2ccccc2)cc1. As a reaction SMILES: [CH2:48]1[O:49][CH2:50][CH2:51][CH2:52]1.[CH3:1][c:2]1[cH:3][cH:4][c:5](-[c:25]2[cH:26][cH:27][c:28]([O:29][CH:30]([C:31](=[O:32])[O:33][CH2:34][CH3:35])[CH2:36][c:37]3[cH:38][cH:39][cH:40][cH:41][cH:42]3)[cH:43][cH:44]2)[n:6]1-[c:7]1[cH:8][cH:9][c:10]([O:13][CH2:14][CH2:15][CH2:16][CH2:17][CH2:18][c:19]2[cH:20][cH:21][cH:22][cH:23][cH:24]2)[cH:11][cH:12]1.[CH3:53][OH:54].[ClH:47].[K+:46].[OH-:45]>>[CH3:1][c:2]1[cH:3][cH:4][c:5](-[c:25]2[cH:26][cH:27][c:28]([O:29][CH:30]([C:31](=[O:32])[OH:33])[CH2:36][c:37]3[cH:38][cH:39][cH:40][cH:41][cH:42]3)[cH:43][cH:44]2)[n:6]1-[c:7]1[cH:8][cH:9][c:10]([O:13][CH2:14][CH2:15][CH2:16][CH2:17][CH2:18][c:19]2[cH:20][cH:21][cH:22][cH:23][cH:24]2)[cH:11][cH:12]1. Starting materials: [Si](C)(C)(C(C)(C)C)OC[C@H](C)N(C(OC(C)(C)C)=O)C ((S)-tert-butyl 1-(tert-butyldimethylsilyloxy)propan-2-yl(methyl)carbamate), CCCC[N+](CCCC)(CCCC)CCCC.[F-] (TBAF), C(C)C1=CC=C(C=C1)N=C=O (4-ethylphenyl isocyanate). The reagents and catalysts are CN(C)C=1C=CN=CC1 (DMAP). Run in C1CCOC1 (THF), C1CCOC1 (THF), C1CCOC1 (THF). Reaction conditions: time 1 hour. Yields the product C(C)C1=CC=C(C=C1)NC(OC[C@H](C)N(C(=O)OC(C)(C)C)C)=O ((S)-2-(methyl(tert-butoxycarbonyl)amino)propyl 4-ethylphenylcarbamate). Isolated yield 30.0%. RXN SMILES: [Si]([O:8][CH2:9][C@@H:10]([N:12]([CH3:20])[C:13](=[O:19])[O:14][C:15]([CH3:18])([CH3:17])[CH3:16])[CH3:11])(C(C)(C)C)(C)C.CCCC[N+](CCCC)(CCCC)CCCC.[F-].[CH2:39]([C:41]1[CH:46]=[CH:45][C:44]([N:47]=[C:48]=[O:49])=[CH:43][CH:42]=1)[CH3:40]>C1COCC1.CN(C1C=CN=CC=1)C>[CH2:39]([C:41]1[CH:46]=[CH:45][C:44]([NH:47][C:48](=[O:49])[O:8][CH2:9][C@@H:10]([N:12]([CH3:20])[C:13]([O:14][C:15]([CH3:16])([CH3:17])[CH3:18])=[O:19])[CH3:11])=[CH:43][CH:42]=1)[CH3:40] |f:1.2|. Reported procedure: To a solution of (S)-tert-butyl 1-(tert-butyldimethylsilyloxy)propan-2-yl(methyl)carbamate (301 mg, 1.0 mmol) in THF was added TBAF (1M in THF, 1.5 mL, 1.5 mmol, 1.5 equiv.) and the mixture was stirred for 1 h followed by quenched with saturated NaHCO3 and diluted with EtOAc. The organic layer was separated, washed with brine, dried over Na2SO4, and filtered. The filtrate was concentrated under reduced pressure to give a crude oil, which was re-dissolved in THF (2.0 mL). To this THF solution wer...